Dataset: the Open Reaction Database (ORD), a public repository of structured organic reaction records. Task: describe an organic reaction: reactants, conditions, products, and yield Reaction SMILES: [CH2:38]1[O:39][CH2:40][CH2:41][CH2:42]1.[CH3:43][OH:44].[F:1][CH:2]([CH2:3][N:4]([c:5]1[c:6]([O:14][CH2:15][c:16]2[cH:17][cH:18][c:19]([C:20](=[O:21])[O:22][CH3:23])[cH:24][cH:25]2)[cH:7][c:8]2[c:12]([cH:13]1)[CH2:11][CH2:10][CH2:9]2)[S:26](=[O:27])(=[O:28])[c:29]1[s:30][cH:31][c:32]([CH3:34])[n:33]1)[CH3:35].[Na+:37].[OH-:36]>>[F:1][CH:2]([CH2:3][N:4]([c:5]1[c:6]([O:14][CH2:15][c:16]2[cH:17][cH:18][c:19]([C:20](=[O:21])[O-:22])[cH:24][cH:25]2)[cH:7][c:8]2[c:12]([cH:13]1)[CH2:11][CH2:10][CH2:9]2)[S:26](=[O:27])(=[O:28])[c:29]1[s:30][cH:31][c:32]([CH3:34])[n:33]1)[CH3:35].[Na+:37]. Yields the product Cc1csc(S(=O)(=O)N(CC(C)F)c2cc3c(cc2OCc2ccc(C(=O)[O-])cc2)CCC3)n1, [Na+]. Reactants: C1CCOC1, CO, COC(=O)c1ccc(COc2cc3c(cc2N(CC(C)F)S(=O)(=O)c2nc(C)cs2)CCC3)cc1, [Na+], [OH-]. Starting materials: Brc1ccc(Br)cc1, CCCCCC1CCC(=O)CC1, [Li]CCCC, Cc1ccccc1, CCCCCC, Cl. Product: CCCCCC1CC=C(c2ccc(Br)cc2)CC1. As a reaction SMILES: [Br:1][c:2]1[cH:3][cH:4][c:5]([Br:8])[cH:6][cH:7]1.[CH2:14]([CH2:15][CH2:16][CH2:17][CH3:18])[CH:19]1[CH2:20][CH2:21][C:22](=[O:25])[CH2:23][CH2:24]1.[CH2:9]([Li:10])[CH2:11][CH2:12][CH3:13].[CH3:27][c:28]1[cH:29][cH:30][cH:31][cH:32][cH:33]1.[CH3:34][CH2:35][CH2:36][CH2:37][CH2:38][CH3:39].[ClH:26]>>[c:2]1([C:22]2=[CH:21][CH2:20][CH:19]([CH2:14][CH2:15][CH2:16][CH2:17][CH3:18])[CH2:24][CH2:23]2)[cH:3][cH:4][c:5]([Br:8])[cH:6][cH:7]1. Starting materials: CCN(CC)C(=O)N1CCc2[nH]nc(-c3nc4cc(C)c(C)cc4[nH]3)c2C1, CCN(CC)C(=O)Cl, N#Cc1ccc2[nH]nc(C=O)c2c1, Cc1cc2[nH]c(-c3n[nH]c4c3CNCC4)nc2cc1Cl. Yields the product CCN(CC)C(=O)N1CCc2[nH]nc(-c3nc4cc(Cl)c(C)cc4[nH]3)c2C1. Reaction SMILES: [CH2:1]([CH3:2])[N:3]([C:4](=[O:5])[N:6]1[CH2:7][c:8]2[c:9]([nH:12][n:13][c:14]2-[c:15]2[n:16][c:17]3[c:18]([nH:19]2)[cH:20][c:21]([CH3:25])[c:22]([CH3:24])[cH:23]3)[CH2:10][CH2:11]1)[CH2:26][CH3:27].[CH2:48]([N:49]([CH2:50][CH3:51])[C:52]([Cl:53])=[O:54])[CH3:55].[CH:56]([c:57]1[c:58]2[c:59]([cH:60][cH:61][c:62]([C:63]#[N:64])[cH:65]2)[nH:66][n:67]1)=[O:68].[Cl:28][c:29]1[c:30]([CH3:31])[cH:32][c:33]2[nH:34][c:35](-[c:36]3[c:37]4[c:42]([nH:43][n:44]3)[CH2:41][CH2:40][NH:39][CH2:38]4)[n:45][c:46]2[cH:47]1>>[CH2:1]([CH3:2])[N:3]([C:4](=[O:5])[N:6]1[CH2:7][c:8]2[c:9]([nH:12][n:13][c:14]2-[c:15]2[n:16][c:17]3[c:18]([nH:19]2)[cH:20][c:21]([CH3:25])[c:22]([Cl:28])[cH:23]3)[CH2:10][CH2:11]1)[CH2:26][CH3:27]. The reactants are CC1=CC=C(C=C1)C(C)=O (4′-methylacetophenone), C(#N)CC(=O)OCC (ethyl cyanoacetate), C(#N)CC(=O)OCC (ethyl cyanoacetate), C(C)(=O)[O-].[NH4+] (ammonium acetate). The solvent is C1=CC=CC=C1 (benzene), C(C)(=O)O (acetic acid), C(C)(=O)OCC (ethyl acetate), C(C)(=O)O (acetic acid). Conditions: time 10 hour. The product is C(C)OC(C(=C(C)C1=CC=C(C=C1)C)C#N)=O (3-(4-Methylphenyl)-2-cyano-but-2-enoic acid ethyl ester). Reaction SMILES: [CH3:1][C:2]1[CH:7]=[CH:6][C:5]([C:8](=O)[CH3:9])=[CH:4][CH:3]=1.[C:11]([CH2:13][C:14]([O:16][CH2:17][CH3:18])=[O:15])#[N:12].C([O-])(=O)C.[NH4+]>C(OCC)(=O)C.C(O)(=O)C.C1C=CC=CC=1>[CH2:17]([O:16][C:14](=[O:15])[C:13]([C:11]#[N:12])=[C:8]([C:5]1[CH:6]=[CH:7][C:2]([CH3:1])=[CH:3][CH:4]=1)[CH3:9])[CH3:18] |f:2.3|. Reported procedure: A mixture of 4′-methylacetophenone (50 mmol), ethyl cyanoacetate (50 mmol), acetic acid (1.14 mL) ammonium acetate (400 mg), and benzene (50 mL) is heated to reflux in a Dean-Stark apparatus. After approximately 10 hours, additional ethyl cyanoacetate (50 mmol), acetic acid (1.14 mL), and ammonium acetate (400 mg) are added. After an additional 10 hours, the reaction is cooled to room temperature, diluted with ethyl acetate (30 mL), washed with water (240 mL), brine (40 mL), and dried (Na2SO4). ... Starting materials: solid, Cl.Cl.Cl.O1CCC=2C1=C(N=CC2)N2CCN(CC2)CC[C@@H]2CC[C@H](CC2)N (trans-4-{2-[4-(2,3-dihydro-furo[2,3-c]pyridin-7-yl)-piperazin-1-yl]-ethyl}-cyclohexylamine trihydrochloride), Cl.Cl.Cl.O1CCC=2C1=C(N=CC2)N2CCN(CC2)CC[C@@H]2CC[C@H](CC2)N (trans-4-{2-[4-(2,3-dihydro-furo[2,3-c]pyridin-7-yl)-piperazin-1-yl]-ethyl}-cyclohexylamine trihydrochloride), C(CC)(=O)O (propionic acid). Product: O1CCC=2C1=C(N=CC2)N2CCN(CC2)CC[C@@H]2CC[C@H](CC2)NC(CC)=O (trans-N-(4-{2-[4-(2,3-Dihydro-furo[2,3-c]pyridin-7-yl)-piperazin-1-yl]-ethyl}-cyclohexyl)-propionamide). As a reaction SMILES: Cl.Cl.Cl.[O:4]1[C:8]2=[C:9]([N:13]3[CH2:18][CH2:17][N:16]([CH2:19][CH2:20][C@H:21]4[CH2:26][CH2:25][C@H:24]([NH2:27])[CH2:23][CH2:22]4)[CH2:15][CH2:14]3)[N:10]=[CH:11][CH:12]=[C:7]2[CH2:6][CH2:5]1.[C:28](O)(=[O:31])[CH2:29][CH3:30]>>[O:4]1[C:8]2=[C:9]([N:13]3[CH2:18][CH2:17][N:16]([CH2:19][CH2:20][C@H:21]4[CH2:26][CH2:25][C@H:24]([NH:27][C:28](=[O:31])[CH2:29][CH3:30])[CH2:23][CH2:22]4)[CH2:15][CH2:14]3)[N:10]=[CH:11][CH:12]=[C:7]2[CH2:6][CH2:5]1 |f:0.1.2.3|. Procedure: The title compound, white solid (88 mg, 76%), MS (ISP) m/z=387.4 [(M+H)+], mp 196° C., was prepared in accordance with the general method of example 6 from trans-4-{2-[4-(2,3-dihydro-furo[2,3-c]pyridin-7-yl)-piperazin-1-yl]-ethyl}-cyclohexylamine trihydrochloride (intermediate B) (132 mg, 0.3 mmol) and propionic acid. Reactants: CC(C)COCc1nc2nc(-c3ncccc3C(F)(F)F)ccc2c(=O)[nH]1, ClC(Cl)Cl, O=P(Cl)(Cl)Cl, Cc1cccc(C)n1. The product is CC(C)COCc1nc(Cl)c2ccc(-c3ncccc3C(F)(F)F)nc2n1. Reaction SMILES: [CH2:1]([CH:2]([CH3:3])[CH3:4])[O:5][CH2:6][c:7]1[nH:8][c:9](=[O:27])[c:10]2[c:11]([n:12]1)[n:13][c:14](-[c:17]1[n:18][cH:19][cH:20][cH:21][c:22]1[C:23]([F:24])([F:25])[F:26])[cH:15][cH:16]2.[Cl:41][CH:42]([Cl:43])[Cl:44].[P:36]([Cl:37])([Cl:38])([Cl:39])=[O:40].[n:28]1[c:29]([CH3:30])[cH:31][cH:32][cH:33][c:34]1[CH3:35]>>[CH2:1]([CH:2]([CH3:3])[CH3:4])[O:5][CH2:6][c:7]1[n:8][c:9]([Cl:38])[c:10]2[c:11]([n:12]1)[n:13][c:14](-[c:17]1[n:18][cH:19][cH:20][cH:21][c:22]1[C:23]([F:24])([F:25])[F:26])[cH:15][cH:16]2. Starting materials: C(C1=CC=CC=C1)ON1C([C@H]([C@@H]1COC(N)=O)NC(=O)OC(C)(C)C)=O (trans-1-benzyloxy-3-(tert-butoxycarbonylamino)-4-carbamoyloxymethyl-2-azetidinone). The reagents and catalysts are [Pd] (palladium-charcoal). Run in CO (methanol). Run at time 30 minute. Product: C(C)(C)(C)OC(=O)N[C@@H]1C(N([C@H]1COC(N)=O)O)=O (trans-3-(tert-butoxycarbonylamino)-4-carbamoyloxymethyl-1-hydroxy-2-azetidinone). Isolated yield 95.9%. As a reaction SMILES: C([O:8][N:9]1[C@@H:12]([CH2:13][O:14][C:15](=[O:17])[NH2:16])[C@H:11]([NH:18][C:19]([O:21][C:22]([CH3:25])([CH3:24])[CH3:23])=[O:20])[C:10]1=[O:26])C1C=CC=CC=1>CO.[Pd]>[C:22]([O:21][C:19]([NH:18][C@H:11]1[C@H:12]([CH2:13][O:14][C:15](=[O:17])[NH2:16])[N:9]([OH:8])[C:10]1=[O:26])=[O:20])([CH3:25])([CH3:23])[CH3:24]. Reported procedure: In 50 ml of methanol is dissolved 1.83 g (5 mmole) of trans-1-benzyloxy-3-(tert-butoxycarbonylamino)-4-carbamoyloxymethyl-2-azetidinone, and 190 mg of 10% palladium-charcoal is added to the solution, followed by stirring under a hydrogen atmosphere at room temperature for 30 minutes. The catalyst is filtered off, and the filtrate is concentrated under reduced pressure to give 1.32 g (96.1%) of trans-3-(tert-butoxycarbonylamino)-4-carbamoyloxymethyl-1-hydroxy-2-azetidinone as a colorless foamy pr... Reactants: BrC=1C=C2CCC(C2=CC1[N+](=O)[O-])=O (5-bromo-6-nitro-indan-1-one), C(CCC)OB(OCCCC)C=C (vinylboronic acid dibutyl ester), C(=O)([O-])[O-].[Na+].[Na+] (Na2CO3). The reagents and catalysts are Cl[Pd]([P](C1=CC=CC=C1)(C2=CC=CC=C2)C3=CC=CC=C3)([P](C4=CC=CC=C4)(C5=CC=CC=C5)C6=CC=CC=C6)Cl (Pd(PPh3)2Cl2). Solvent: C1CCOC1.O (THF H2O). Product: [N+](=O)([O-])C1=C(C=C2CCC(C2=C1)=O)C=C (6-Nitro-5-vinyl-indan-1-one). The yield is 77.0%. As a reaction SMILES: Br[C:2]1[CH:3]=[C:4]2[C:8](=[CH:9][C:10]=1[N+:11]([O-:13])=[O:12])[C:7](=[O:14])[CH2:6][CH2:5]2.[CH2:15](OB(C=C)OCCCC)[CH2:16]CC.C([O-])([O-])=O.[Na+].[Na+]>Cl[Pd](Cl)([P](C1C=CC=CC=1)(C1C=CC=CC=1)C1C=CC=CC=1)[P](C1C=CC=CC=1)(C1C=CC=CC=1)C1C=CC=CC=1.C1COCC1.O>[N+:11]([C:10]1[CH:9]=[C:8]2[C:4]([CH2:5][CH2:6][C:7]2=[O:14])=[CH:3][C:2]=1[CH:15]=[CH2:16])([O-:13])=[O:12] |f:2.3.4,6.7,^1:36,55|. Procedure: A solution of 5-bromo-6-nitro-indan-1-one (58 mg, 0.23 mmol), (J. Med. Chem., 2003, 46, 399-408), vinylboronic acid dibutyl ester (74 μL, 0.34 mmol), Pd(PPh3)2Cl2 (7.8 mg, 0.0011 mmol), and Na2CO3 (167 mg, 1.57 mmol) in 4:1 THF/H2O (1.4 mL/360 μL) was heated to 80° C. overnight. The crude reaction was filtered over Celite and extracted with EtOAC. The organic phase was dried (MgSO4), filtered, and concentrated. The crude material was chromatographed (SiO2) to afford 36 mg (79%) of 6-Nitro-5-viny... Starting materials: CNC(=O)C1=CC2=CC=C(C=C2C=C1)C(=O)C=1N=CN(C1)C(C1=CC=CC=C1)(C1=CC=CC=C1)C1=CC=CC=C1 (N-methyl-6-[(1-trityl-1H-imidazol-4-yl)carbonyl]-2-naphthamide), C(=C)[Mg]Br (vinylmagnesium bromide). Solvent: C1CCOC1 (THF). Product: OC(CC)(C=1N=CNC1)C=1C=C2C=CC(=CC2=CC1)C(=O)NC (6-[1-Hydroxy-1-(1H-imidazol-4-yl)propyl]-N-methyl-2-naphthamide). Reaction SMILES: [CH3:1][NH:2][C:3]([C:5]1[CH:14]=[CH:13][C:12]2[C:7](=[CH:8][CH:9]=[C:10]([C:15]([C:17]3[N:18]=[CH:19][N:20](C(C4C=CC=CC=4)(C4C=CC=CC=4)C4C=CC=CC=4)[CH:21]=3)=[O:16])[CH:11]=2)[CH:6]=1)=[O:4].[CH:41]([Mg]Br)=[CH2:42]>C1COCC1>[OH:16][C:15]([C:10]1[CH:11]=[C:12]2[C:7](=[CH:8][CH:9]=1)[CH:6]=[C:5]([C:3]([NH:2][CH3:1])=[O:4])[CH:14]=[CH:13]2)([C:17]1[N:18]=[CH:19][NH:20][CH:21]=1)[CH2:41][CH3:42]. Reported procedure: The similar reaction as described in Example 50-(i) was carried out by using N-methyl-6-[(1-trityl-1H-imidazol-4-yl)carbonyl]-2-naphthamide (700 mg) and vinylmagnesium bromide in THF (1M; 5 mL) to give the titled compound (478 mg) as colorless powder. Starting materials: BrCBr (dibromomethane), [F-].[K+] (potassium fluoride), [F-].[Cs+] (cesium fluoride), OC=1C=C(C=O)C=CC1O (3,4-dihydroxybenzaldehyde). Solvent: CN(C=O)C (N,N-dimethylformamide). The product is C1=CC2=C(C=C1C=O)OCO2 (piperonal). The yield is 90.0%. As a reaction SMILES: [OH:1][C:2]1[CH:3]=[C:4]([CH:7]=[CH:8][C:9]=1[OH:10])[CH:5]=[O:6].Br[CH2:12]Br.[F-].[K+].[F-].[Cs+]>CN(C)C=O>[CH:7]1[C:4]([CH:5]=[O:6])=[CH:3][C:2]2[O:1][CH2:12][O:10][C:9]=2[CH:8]=1 |f:2.3,4.5|. Reported procedure: One process for preparing piperonal from 3,4-dihydroxybenzaldehyde comprises reacting 3,4-dihydroxybenzaldehyde with methylene chloride and alkali in a non-protic polar solvent such as dimethyl sulfoxide, and gives a 61% yield of piperonal (British Pat. No. 1,097,270). Another process comprises reacting 3,4-dihydroxybenzaldehyde with methylene chloride in aqueous alkali under the influence of an interphasic moving catalyst such as quaternary ammonium compound, and gives a 70-73% yield of piperon...